This data is from the Open Reaction Database (ORD), a public repository of structured organic reaction records. The task is: describe an organic reaction: reactants, conditions, products, and yield Reactants: O=CCCCNC(=O)c1ccccc1, O=C(NCCCCO)N1Cc2ccccc2C1. Yields the product O=CCCCNC(=O)N1Cc2ccccc2C1. Reaction SMILES: [O:18]=[CH:19][CH2:20][CH2:21][CH2:22][NH:23][C:24](=[O:25])[c:26]1[cH:27][cH:28][cH:29][cH:30][cH:31]1.[OH:1][CH2:2][CH2:3][CH2:4][CH2:5][NH:6][C:7](=[O:8])[N:9]1[CH2:10][c:11]2[cH:12][cH:13][cH:14][cH:15][c:16]2[CH2:17]1>>[O:1]=[CH:2][CH2:3][CH2:4][CH2:5][NH:6][C:7](=[O:8])[N:9]1[CH2:10][c:11]2[cH:12][cH:13][cH:14][cH:15][c:16]2[CH2:17]1. The reactants are ClC=1C=C2C(=NC1)N(C=C2I)[Si](C(C)C)(C(C)C)C(C)C (5-chloro-3-iodo-1-triisopropylsilanyl-1H-pyrrolo[2,3-b]pyridine), ClC=1C=C2C(=NC1)N(C=C2I)[Si](C(C)C)(C(C)C)C(C)C (5-chloro-3-iodo-1-triisopropylsilanyl-1H-pyrrolo[2,3-b]pyridine), C(C)(C)(C)OC(N(C1=NC=C(C=C1)C=O)CC1=C(C(=CC=C1F)NS(=O)(=O)CCC)F)=O ([2,6-Difluoro-3-(propane-1-sulfonylamino)-benzyl]-(5-formyl-pyridin-2-yl)-carbamic acid tert-butyl ester), C(C)(C)(C)OC(N(CC=1C=NC(=CC1)OC)C1=NC(=C(C=C1)C=O)F)=O ((6-Fluoro-5-formyl-pyridin-2-yl)-(6-methoxy-pyridin-3-ylmethyl)-carbamic acid tert-butyl ester), IC1=CN(C2=NC=CC=C21)[Si](C(C)C)(C(C)C)C(C)C (3-Iodo-1-triisopropylsilanyl-1H-pyrrolo[2,3-b]pyridine), C(C)(C)(C)OC(N(CC=1C=NC(=CC1)OC)C1=NC(=C(C=C1)C=O)F)=O ((6-Fluoro-5-formyl-pyridin-2-yl)-(6-methoxy-pyridin-3-ylmethyl)-carbamic acid tert-butyl ester). Yields the product FC1=C(C=C(C(=C1NC1=NC=C(C=C1)CC1=CNC2=NC=CC=C21)F)C)NS(=O)(=O)CCC (Propane-1-sulfonic acid (2,4-difluoro-3-[5-(1H-pyrrolo[2,3-b]pyridin-3-ylmethyl)-pyridin-2-ylamino]-methyl-phenyl)-amide). As a reaction SMILES: Cl[C:2]1[CH:3]=[C:4]2[C:10](I)=[CH:9][N:8]([Si](C(C)C)(C(C)C)C(C)C)[C:5]2=[N:6][CH:7]=1.C(OC(=O)[N:28]([C:38]1[CH:43]=[CH:42][C:41]([CH:44]=O)=[C:40](F)[N:39]=1)CC1C=NC(OC)=CC=1)(C)(C)C.I[C:49]1C2C(=NC=CC=2)N([Si](C(C)C)(C(C)C)C(C)C)C=1.C(OC(=O)N(C[C:84]1[C:89]([F:90])=[CH:88][CH:87]=[C:86]([NH:91][S:92]([CH2:95][CH2:96][CH3:97])(=[O:94])=[O:93])[C:85]=1[F:98])C1C=CC(C=O)=CN=1)(C)(C)C>>[F:98][C:85]1[C:84]([NH:28][C:38]2[CH:43]=[CH:42][C:41]([CH2:44][C:10]3[C:4]4[C:5](=[N:6][CH:7]=[CH:2][CH:3]=4)[NH:8][CH:9]=3)=[CH:40][N:39]=2)=[C:89]([F:90])[C:88]([CH3:49])=[CH:87][C:86]=1[NH:91][S:92]([CH2:95][CH2:96][CH3:97])(=[O:93])=[O:94]. Procedure details: respectively, were prepared following the protocol of Scheme 178. P-0259 was prepared by replacing 3-iodo-1-triisopropylsilanyl-1H-pyrrolo[2,3-b]pyridine 96 with 5-chloro-3-iodo-1-triisopropylsilanyl-1H-pyrrolo[2,3-b]pyridine in Step 1 (MS [M+H+]+=506.1). P-0378 was prepared by replacing [2,6-difluoro-3-(propane-1-sulfonylamino)-benzyl]-(5-formyl-pyridin-2-yl)-carbamic acid tert-butyl ester 560 with (6-Fluoro-5-formyl-pyridin-2-yl)-(6-methoxy-pyridin-3-ylmethyl)-carbamic acid tert-butyl ester 57... Reactants: CCCCP(=CC#N)(CCCC)CCCC, CCO, Cc1ccccc1, CCC(CO)N1C(=O)C(C)(CC(=O)OC)CC(c2cccc(Cl)c2)C1c1ccc(Cl)cc1, CCC(CNS(=O)(=O)C(F)(F)F)N1C(=O)C(C)(CC(=O)OC)CC(c2cccc(Cl)c2)C1c1ccc(Cl)cc1, NS(=O)(=O)C(F)(F)F, [Li+], [OH-]. Product: CCC(CNS(=O)(=O)C(F)(F)F)N1C(=O)C(C)(CC(=O)O)CC(c2cccc(Cl)c2)C1c1ccc(Cl)cc1. RXN SMILES: [CH2:33]([P:34]([CH2:35][CH2:36][CH2:37][CH3:38])([CH2:39][CH2:40][CH2:41][CH3:42])=[CH:43][C:44]#[N:45])[CH2:46][CH2:47][CH3:48].[CH3:105][CH2:106][OH:107].[CH3:98][c:99]1[cH:100][cH:101][cH:102][cH:103][cH:104]1.[Cl:1][c:2]1[cH:3][c:4]([CH:5]2[CH:6]([c:7]3[cH:8][cH:9][c:10]([Cl:11])[cH:12][cH:13]3)[N:14]([CH:15]([CH2:16][CH3:17])[CH2:18][OH:19])[C:20](=[O:21])[C:22]([CH2:23][C:24]([O:25][CH3:26])=[O:27])([CH3:28])[CH2:29]2)[cH:30][cH:31][cH:32]1.[Cl:57][c:58]1[cH:59][c:60]([CH:64]2[CH2:65][C:66]([CH3:90])([CH2:91][C:92](=[O:93])[O:94][CH3:95])[C:67](=[O:89])[N:68]([CH:77]([CH2:78][NH:79][S:80](=[O:81])(=[O:82])[C:83]([F:84])([F:85])[F:86])[CH2:87][CH3:88])[CH:69]2[c:70]2[cH:71][cH:72][c:73]([Cl:76])[cH:74][cH:75]2)[cH:61][cH:62][cH:63]1.[F:49][C:50]([F:51])([F:52])[S:53]([NH2:54])(=[O:55])=[O:56].[Li+:97].[OH-:96]>>[Cl:57][c:58]1[cH:59][c:60]([CH:64]2[CH2:65][C:66]([CH3:90])([CH2:91][C:92](=[O:93])[OH:94])[C:67](=[O:89])[N:68]([CH:77]([CH2:78][NH:79][S:80](=[O:81])(=[O:82])[C:83]([F:84])([F:85])[F:86])[CH2:87][CH3:88])[CH:69]2[c:70]2[cH:71][cH:72][c:73]([Cl:76])[cH:74][cH:75]2)[cH:61][cH:62][cH:63]1. The reactants are C=C1CCN(CC1)C(=O)OC(C)(C)C (t-butyl 4-methylenetetrahydropyridine-1(2H)-carboxylate), C[N+]1(CCOCC1)[O-] (N-methyl morpholine-oxide), O1CCCC1.O (tetrahydrofuran water), S(=O)([O-])[O-].[Na+].[Na+] (sodium sulfite). The reagents and catalysts are [Os](=O)(=O)(=O)=O (osmium tetraoxide). Solvent: C(C)(=O)OCC (ethyl acetate). Conditions: time 2 hour. Yields the product OC1(CCN(CC1)C(=O)OC(C)(C)C)CO (t-butyl 4-hydroxy-4-(hydroxymethyl)tetrahydropyridine-1(2H)-carboxylate). Reaction SMILES: C=C1CC[N:5]([C:8]([O:10][C:11]([CH3:14])([CH3:13])[CH3:12])=[O:9])[CH2:4][CH2:3]1.C[N+]1([O-])CC[O:19]CC1.S([O-])([O-])=O.[Na+].[Na+].[O:29]1[CH2:33][CH2:32][CH2:31][CH2:30]1.O>C(OCC)(=O)C.[Os](=O)(=O)(=O)=O>[OH:19][C:32]1([CH2:33][OH:29])[CH2:3][CH2:4][N:5]([C:8]([O:10][C:11]([CH3:14])([CH3:13])[CH3:12])=[O:9])[CH2:30][CH2:31]1 |f:2.3.4,5.6|. Procedure details: To a solution of 98 mg of t-butyl 4-methylenetetrahydropyridine-1(2H)-carboxylate in 2 ml of tetrahydrofuran-water (1:1), 88 mg of N-methyl morpholine-oxide and 0.1 ml of 2% osmium tetraoxide were added at 0° C., followed by 2 hours' stirring at the same temperature. Adding sodium sulfite to the reaction liquid, the reaction liquid was further stirred for 30 minutes, diluted with ethyl acetate, washed successively with water and saturated brine, and dried over anhydrous sodium sulfate. Distillin...